This data is from the Open Reaction Database (ORD), a public repository of structured organic reaction records. The task is: describe an organic reaction: reactants, conditions, products, and yield Starting materials: FC(S(=O)(=O)OS(=O)(=O)C(F)(F)F)(F)F (Trifluoromethanesulfonic anhydride), FC=1C=CC(=C(C1)C(C)=O)O (5′-fluoro-2′-hydroxy-acetophenone). Run in N1=CC=CC=C1 (pyridine), C(C)OCC (diethyl ether). Conditions: time 8 hour. Yields the product FC(S(=O)(=O)OC1=C(C=C(C=C1)F)C(C)=O)(F)F (2-Acetyl-4-fluorophenyl trifluoromethanesulfonate). Isolated yield 101.4%. Reaction SMILES: FC(F)(F)S([O:6][S:7]([C:10]([F:13])([F:12])[F:11])(=[O:9])=[O:8])(=O)=O.[F:16][C:17]1[CH:18]=[CH:19][C:20](O)=[C:21]([C:23](=[O:25])[CH3:24])[CH:22]=1>N1C=CC=CC=1.C(OCC)C>[F:13][C:10]([F:11])([F:12])[S:7]([O:6][C:20]1[CH:19]=[CH:18][C:17]([F:16])=[CH:22][C:21]=1[C:23](=[O:25])[CH3:24])(=[O:8])=[O:9]. Reported procedure: Trifluoromethanesulfonic anhydride (8.6 mL, 51 mmol) was added dropwise at 0° C. to a stirring solution of 5′-fluoro-2′-hydroxy-acetophenone (6.4 g, 41 mmol) in pyridine (62 mL). The reaction was stirred overnight from 0° C. to ambient temperature. The reaction solution was diluted with diethyl ether (500 mL). The organic layer was washed with 1 N aqueous hydrochloric acid (1×300 mL), followed by a saturated, aqueous sodium chloride solution (2×300 mL), dried over anhydrous sodium sulfate, filte... Starting materials: Nc1cccc(C2CCC(=O)CC2)n1, O=C(CNC(=O)c1cccc(C(F)(F)F)c1)NC1CNC1. Yields the product Nc1cccc(C2CCC(N3CC(NC(=O)CNC(=O)c4cccc(C(F)(F)F)c4)C3)CC2)n1. Reaction SMILES: [NH2:1][c:2]1[cH:3][cH:4][cH:5][c:6]([CH:8]2[CH2:9][CH2:10][C:11](=[O:14])[CH2:12][CH2:13]2)[n:7]1.[NH:15]1[CH2:16][CH:17]([NH:19][C:20](=[O:21])[CH2:22][NH:23][C:24]([c:25]2[cH:26][c:27]([C:31]([F:32])([F:33])[F:34])[cH:28][cH:29][cH:30]2)=[O:35])[CH2:18]1>>[NH2:1][c:2]1[cH:3][cH:4][cH:5][c:6]([CH:8]2[CH2:9][CH2:10][CH:11]([N:15]3[CH2:16][CH:17]([NH:19][C:20](=[O:21])[CH2:22][NH:23][C:24]([c:25]4[cH:26][c:27]([C:31]([F:32])([F:33])[F:34])[cH:28][cH:29][cH:30]4)=[O:35])[CH2:18]3)[CH2:12][CH2:13]2)[n:7]1.